Dataset: the Open Reaction Database (ORD), a public repository of structured organic reaction records. Task: describe an organic reaction: reactants, conditions, products, and yield Reactants: C1COCCN1, CC#N, CCOC(=O)OC(=O)C(C(=O)OC(C)C)=C1SC=CS1. Product: CC(C)OC(=O)C(C(=O)N1CCOCC1)=C1SC=CS1. Reaction SMILES: [CH2:21]1[CH2:22][O:23][CH2:24][CH2:25][NH:26]1.[CH3:27][C:28]#[N:29].[S:1]1[C:2](=[C:6]([C:7](=[O:8])[O:9][CH:10]([CH3:11])[CH3:12])[C:13]([O:15][C:14]([O:16][CH2:17][CH3:18])=[O:19])=[O:20])[S:3][CH:4]=[CH:5]1>>[S:1]1[C:2](=[C:6]([C:7](=[O:8])[O:9][CH:10]([CH3:11])[CH3:12])[C:13](=[O:15])[N:26]2[CH2:21][CH2:22][O:23][CH2:24][CH2:25]2)[S:3][CH:4]=[CH:5]1. Starting materials: CCN(C(C)C)C(C)C, ClCCl, [Cl-], Cl, Cl, COC(=O)CCCC1CCCCN1, [Na+], O=S(=O)(Cl)c1cccc2ccccc12. Product: COC(=O)CCCC1CCCCN1S(=O)(=O)c1cccc2ccccc12. Reaction SMILES: [CH2:29]([N:30]([CH:31]([CH3:32])[CH3:33])[CH:34]([CH3:35])[CH3:36])[CH3:37].[CH2:41]([Cl:42])[Cl:43].[Cl-:39].[ClH:15].[ClH:38].[NH:16]1[CH:17]([CH2:22][CH2:23][CH2:24][C:25](=[O:26])[O:27][CH3:28])[CH2:18][CH2:19][CH2:20][CH2:21]1.[Na+:40].[c:1]1([S:11](=[O:12])(=[O:13])[Cl:14])[cH:2][cH:3][cH:4][c:5]2[cH:6][cH:7][cH:8][cH:9][c:10]12>>[c:1]1([S:11](=[O:12])(=[O:13])[N:16]2[CH:17]([CH2:22][CH2:23][CH2:24][C:25](=[O:26])[O:27][CH3:28])[CH2:18][CH2:19][CH2:20][CH2:21]2)[cH:2][cH:3][cH:4][c:5]2[cH:6][cH:7][cH:8][cH:9][c:10]12. Starting materials: aqueous solution, ClC=1C=C(C=CC1OC1=CC2=CC=CC=C2C=C1)N=C=O (3-chloro-4-(2-naphthyloxy)phenyl isocyanate), NO (hydroxylamine). The solvent is C(Cl)Cl (methylene chloride). The product is ClC=1C=C(C=CC1OC1=CC2=CC=CC=C2C=C1)NC(NO)=O (N'-[3-chloro-4-(2-naphthyloxy)phenyl]-N-hydroxyurea). Yield: 86.7%. Reaction SMILES: [Cl:1][C:2]1[CH:3]=[C:4]([N:19]=[C:20]=[O:21])[CH:5]=[CH:6][C:7]=1[O:8][C:9]1[CH:18]=[CH:17][C:16]2[C:11](=[CH:12][CH:13]=[CH:14][CH:15]=2)[CH:10]=1.[NH2:22][OH:23]>C(Cl)Cl>[Cl:1][C:2]1[CH:3]=[C:4]([NH:19][C:20](=[O:21])[NH:22][OH:23])[CH:5]=[CH:6][C:7]=1[O:8][C:9]1[CH:18]=[CH:17][C:16]2[C:11](=[CH:12][CH:13]=[CH:14][CH:15]=2)[CH:10]=1. Reported procedure: Fourteen grams of 3-chloro-4-(2-naphthyloxy)phenyl isocyanate were dissolved in 60 ml of methylene chloride, and the resulting solution was added dropwise to 10 ml of an aqueous solution containing 4 g of hydroxylamine at a temperature below 20° C. Precipitated crystals were collected on a filter, washed with water and dried to obtain 13.5 g of N'-[3-chloro-4-(2-naphthyloxy)phenyl]-N-hydroxyurea. Thereafter, 13.5 g of the product was dissolved in 150 ml of a benzene-methanol (1:1) mixture, and 1... Starting materials: C(=O)(OCC)C=P(C1=CC=CC=C1)(C1=CC=CC=C1)C1=CC=CC=C1 (Carboethoxymethylidene triphenylphosphorane), BrC1=C(C=O)C=CC=C1 (o-Bromobenzaldehyde). Solvent: C(Cl)Cl (methylenechloride), C(Cl)Cl (methylene chloride). Run at time 8 hour. Yields the product BrC1=C(C=CC(=O)OCC)C=CC=C1 (ethyl o-bromocinnamate). Yield: 96.0%. RXN SMILES: [C:1]([CH:6]=P(C1C=CC=CC=1)(C1C=CC=CC=1)C1C=CC=CC=1)([O:3][CH2:4][CH3:5])=[O:2].[Br:26][C:27]1[CH:34]=[CH:33][CH:32]=[CH:31][C:28]=1[CH:29]=O>C(Cl)Cl>[Br:26][C:27]1[CH:34]=[CH:33][CH:32]=[CH:31][C:28]=1[CH:29]=[CH:6][C:1]([O:3][CH2:4][CH3:5])=[O:2]. Procedure details: Carboethoxymethylidene triphenylphosphorane (94 g, 270 mM) was dissolved in 350 ml of methylenechloride under nitrogen. o-Bromobenzaldehyde (31.5 ml; 270 mM) was added via an addition funnel in 125 ml of methylene chloride. The solution was allowed to stand at room temperature overnight and then the solvent was removed in vacuo. The slushy residue was taken up in 10% ethyl acetate in hexane and filtered through a one-inch pad of silica gel in a 350 ml fritted funnel with one liter of 10% ethyl a... Starting materials: C(C)N1C(=O)N(C=2N=C(N(C2C1=O)C)\C=C\C=1C(=CC=C(C1)OC)S(=O)(=O)O)CC ((E)-β-(1,3-Diethyl-7-methylxanthin-8-yl)-5-methoxystyrene-2-sulfonic acid), N (ammonia). Product: C(C)N1C(=O)N(C=2N=C(N(C2C1=O)C)\C=C\C=1C(=CC=C(C1)OC)S(=O)(=O)N)CC ((E)-β-(1,3-Diethyl-7-methylxanthin-8-yl)-5-methoxystyrene-2-sulfonamide). The yield is 6.0%. As a reaction SMILES: [CH2:1]([N:3]1[C:12](=[O:13])[C:11]2[N:10]([CH3:14])[C:9](/[CH:15]=[CH:16]/[C:17]3[C:18]([S:25](O)(=[O:27])=[O:26])=[CH:19][CH:20]=[C:21]([O:23][CH3:24])[CH:22]=3)=[N:8][C:7]=2[N:6]([CH2:29][CH3:30])[C:4]1=[O:5])[CH3:2].[NH3:31]>>[CH2:1]([N:3]1[C:12](=[O:13])[C:11]2[N:10]([CH3:14])[C:9](/[CH:15]=[CH:16]/[C:17]3[C:18]([S:25]([NH2:31])(=[O:27])=[O:26])=[CH:19][CH:20]=[C:21]([O:23][CH3:24])[CH:22]=3)=[N:8][C:7]=2[N:6]([CH2:29][CH3:30])[C:4]1=[O:5])[CH3:2]. Procedure details: Substantially the same procedure as in Example 2 was repeated using 1.00 g (2.30 mmol) of Compound 16 obtained in Example 15 and 0.7 ml of conc. aqueous ammonia. The resulting crude crystals were purified by high performance liquid chromatography (column: YMC-pack, SH-365-10, 30 i.d.×500 mm, eluent: 40% acetonitrile/water, flow rate: 40 ml/min) to give 55 mg (yield 6%) of Compound 17 as a pale yellow powder. Starting materials: COC(=O)N1CC[C@@H]2[C@](CCC[C@H]12)(C#CC=1C=C(C=CC1)C)O ((3aS,4R,7aS)-4-hydroxy-4-m-tolylethynyl-octahydro-indole-1-carboxylic acid methyl ester), COCCOCCOCC(=O)O ([2-(2-methoxy-ethoxy)-ethoxy]-acetic acid). The product is COC(=O)N1CC[C@H]2[C@@](CCC[C@@H]12)(C#CC=1C=C(C=CC1)C)OC(COCCOCCOC)=O ((3aR,4S,7aR)-4-{2-[2-(2-methoxy-ethoxy)-ethoxy]-acetoxy}-4-m-tolylethynyl-octahydro-indole-1-carboxylic acid methyl ester). Reaction SMILES: [CH3:1][O:2][C:3]([N:5]1[C@@H:13]2[C@@H:8]([C@@:9]([OH:23])([C:14]#[C:15][C:16]3[CH:17]=[C:18]([CH3:22])[CH:19]=[CH:20][CH:21]=3)[CH2:10][CH2:11][CH2:12]2)[CH2:7][CH2:6]1)=[O:4].[CH3:24][O:25][CH2:26][CH2:27][O:28][CH2:29][CH2:30][O:31][CH2:32][C:33](O)=[O:34]>>[CH3:1][O:2][C:3]([N:5]1[C@H:13]2[C@H:8]([C@:9]([O:23][C:33](=[O:34])[CH2:32][O:31][CH2:30][CH2:29][O:28][CH2:27][CH2:26][O:25][CH3:24])([C:14]#[C:15][C:16]3[CH:17]=[C:18]([CH3:22])[CH:19]=[CH:20][CH:21]=3)[CH2:10][CH2:11][CH2:12]2)[CH2:7][CH2:6]1)=[O:4]. Procedure: Synthesis in analogy to the General Method 1 starting from (3aS,4R,7aS)-4-hydroxy-4-m-tolylethynyl-octahydro-indole-1-carboxylic acid methyl ester and [2-(2-methoxy-ethoxy)-ethoxy]-acetic acid to yield (3aR,4S,7aR)-4-{2-[2-(2-methoxy-ethoxy)-ethoxy]-acetoxy}-4-m-tolylethynyl-octahydro-indole-1-carboxylic acid methyl ester. MS [M+H] 474; RT=7.747 min; HPLC Method I Reactants: COc1cccc(CC(CC(=O)O)c2ccccc2)c1OC, O. Yields the product COc1ccc2c(c1OC)CC(c1ccccc1)CC2=O. As a reaction SMILES: [CH3:1][O:2][c:3]1[c:4]([CH2:11][CH:12]([CH2:13][C:14](=[O:15])[OH:16])[c:17]2[cH:18][cH:19][cH:20][cH:21][cH:22]2)[cH:5][cH:6][cH:7][c:8]1[O:9][CH3:10].[OH2:23]>>[CH3:1][O:2][c:3]1[c:4]2[c:5]([cH:6][cH:7][c:8]1[O:9][CH3:10])[C:14](=[O:15])[CH2:13][CH:12]([c:17]1[cH:18][cH:19][cH:20][cH:21][cH:22]1)[CH2:11]2. Starting materials: C(#N)C1=CC=C(C=O)C=C1 (4-cyanobenzaldehyde), CN1C(=NC=C1)[Si](CC)(CC)CC (1-methyl-2-(triethylsilyl)-1H-imidazole), C(C)(C)(C)[Li] (tert-butyllithium), CCCCC (pentane). Solvent: C1CCOC1 (THF), C1CCOC1 (THF). Conditions: time 30 minute. The product is OC(C1=CC=C(C#N)C=C1)C1=CN=CN1C (4-(hydroxy(1-methyl-1H-imidazol-5-yl)methyl)benzonitrile). The yield is 88.9%. Reaction SMILES: [CH3:1][N:2]1[CH:6]=[CH:5][N:4]=[C:3]1[Si](CC)(CC)CC.C([Li])(C)(C)C.CCCCC.[C:24]([C:26]1[CH:33]=[CH:32][C:29]([CH:30]=[O:31])=[CH:28][CH:27]=1)#[N:25]>C1COCC1>[OH:31][CH:30]([C:6]1[N:2]([CH3:1])[CH:3]=[N:4][CH:5]=1)[C:29]1[CH:32]=[CH:33][C:26]([C:24]#[N:25])=[CH:27][CH:28]=1. Procedure details: A solution of 1-methyl-2-(triethylsilyl)-1H-imidazole (3.35 g, 17.08 mmol) in THF (50 mL) at −78° C. was treated dropwise with 2.5M tert-butyllithium in pentane (22.4 mL, 17.1 mmol), stirred for 30 minutes, treated dropwise with a solution of 4-cyanobenzaldehyde (2.04 g, 15.56 mmol) in THF (10 mL), and stirred for 1 hour. The mixture was quenched with methanol (4 mL), treated with 1N HCl (40 mL), warmed to room temperature, adjusted to pH 12 with 30% NaOH, and extracted with ethyl acetate. The c... The reactants are BrCCO (2-bromoethanol), BrCCO (2-bromoethanol), ClC1=CC=C2CCN(C2=C1)C1=NC=NC2=CC(=CC=C12)O (4-(6-Chloro-2,3-dihydro-indol-1-yl)-quinazolin-7-ol), CO3, O.O.O.O.O.[OH-].C[N+](C)(C)C (tetramethylammonium hydroxide pentahydrate), Cl (HCl). The solvent is CN(C)C=O (DMF), O (H2O). Run at temperature 50 celsius. Yields the product Cl.ClC1=CC=C2CCN(C2=C1)C1=NC=NC2=CC(=CC=C12)OCCO (2-[4-(6-Chloro-2,3-dihydro-indol-1-yl)-quinazolin-7-yloxy]-ethanol hydrochloride salt). Isolated yield 95.7%. As a reaction SMILES: [Cl:1][C:2]1[CH:10]=[C:9]2[C:5]([CH2:6][CH2:7][N:8]2[C:11]2[C:20]3[C:15](=[CH:16][C:17]([OH:21])=[CH:18][CH:19]=3)[N:14]=[CH:13][N:12]=2)=[CH:4][CH:3]=1.O.O.O.O.O.[OH-].C[N+](C)(C)C.Br[CH2:34][CH2:35][OH:36].Cl>CN(C=O)C.O>[ClH:1].[Cl:1][C:2]1[CH:10]=[C:9]2[C:5]([CH2:6][CH2:7][N:8]2[C:11]2[C:20]3[C:15](=[CH:16][C:17]([O:21][CH2:34][CH2:35][OH:36])=[CH:18][CH:19]=3)[N:14]=[CH:13][N:12]=2)=[CH:4][CH:3]=1 |f:1.2.3.4.5.6.7,12.13|. Reported procedure: To 4-(6-chloro-2,3-dihydro-indol-1-yl)-quinazolin-7-ol (125 mg, 0.42 mmol; from Example 65) in DMF (2 mL) was added H2O (50 μL), K2 CO3 (s) (116 mg, 0.84 mmol), and tetramethylammonium hydroxide pentahydrate (15 mg, 0.08 mmol) followed by 2-bromoethanol (39 μL, 0.46 mmol). The mixture was stirred at 50° C. under N2(g) and aliquots of 2-bromoethanol (3×20 μL) were added at 24 hour invervals. Extractive workup and chromatography analogous to that described in Example 1 followed by conversion to th...